This data is from the Open Reaction Database (ORD), a public repository of structured organic reaction records. The task is: describe an organic reaction: reactants, conditions, products, and yield Reactants: COC([C@@H](NC(C1=CC(=C(C=C1)[N+](=O)[O-])C)=O)[C@H](O)C)=O (N-(3-Methyl-4-nitrobenzoyl)threonine methyl ester), C([O-])(O)=O.[Na+] (sodium bicarbonate), ClC(=O)OCC1=CC=CC=C1 (benzyl chloroformate), [H][H] (hydrogen). Reagents/catalysts: [Pd] (Pd/C). Solvent: C(C)O (ethanol), C1CCOC1 (THF), O (Water). Reaction conditions: time 1 hour. Product: COC([C@@H](NC(C1=CC(=C(C=C1)NC(=O)OCC1=CC=CC=C1)C)=O)[C@H](O)C)=O (N-(4-{[(Benzyloxy)carbonyl]amino}-3-methylbenzoyl)threonine methyl ester). The yield is 76.1%. As a reaction SMILES: [CH3:1][O:2][C:3](=[O:21])[C@H:4]([C@@H:18]([CH3:20])[OH:19])[NH:5][C:6](=[O:17])[C:7]1[CH:12]=[CH:11][C:10]([N+:13]([O-])=O)=[C:9]([CH3:16])[CH:8]=1.[H][H].C(=O)(O)[O-].[Na+].Cl[C:30]([O:32][CH2:33][C:34]1[CH:39]=[CH:38][CH:37]=[CH:36][CH:35]=1)=[O:31]>C(O)C.[Pd].C1COCC1.O>[CH3:1][O:2][C:3](=[O:21])[C@H:4]([C@@H:18]([CH3:20])[OH:19])[NH:5][C:6](=[O:17])[C:7]1[CH:12]=[CH:11][C:10]([NH:13][C:30]([O:32][CH2:33][C:34]2[CH:39]=[CH:38][CH:37]=[CH:36][CH:35]=2)=[O:31])=[C:9]([CH3:16])[CH:8]=1 |f:2.3|. Procedure: 10% Pd/C (1.2 g) was added to a solution of N-(3-methyl-4-nitrobenzoyl)threonine methyl ester obtained in Example (108a) (7.2 g, 24.3 mmol) in ethanol (40 mL), and the mixture was stirred in a hydrogen atmosphere at room temperature for one hour and 20 minutes. Pd/C was filtered off, and the filtrate was concentrated under reduced pressure. Water (20 mL), THF (20 mL), sodium bicarbonate (2.52 g, 30 mmol) and benzyl chloroformate (5.37 g, 30 mmol) were added to the resulting residue, and the mixt... RXN SMILES: [C:1]12([NH:11][C:12]#[N:13])[CH2:10][CH:5]3[CH2:6][CH:7]([CH2:9][CH:3]([CH2:4]3)[CH2:2]1)[CH2:8]2.Cl.[NH2:15][C:16]1[C:17]([CH3:22])=[CH:18][CH:19]=[CH:20][CH:21]=1>ClC1C=CC=CC=1>[C:1]12([NH:11][C:12]([NH:15][C:16]3[CH:21]=[CH:20][CH:19]=[CH:18][C:17]=3[CH3:22])=[NH:13])[CH2:10][CH:5]3[CH2:6][CH:7]([CH2:9][CH:3]([CH2:4]3)[CH2:2]1)[CH2:8]2 |f:1.2|. Starting materials: C12(CC3CC(CC(C1)C3)C2)NC#N (adamantan-1-ylcyanamide), Cl.NC=1C(=CC=CC1)C (o-toluidine hydrochloride). Solvent: ClC1=CC=CC=C1 (chlorobenzene). Procedure details: A suspension of adamantan-1-ylcyanamide (151 mg, 0.857 mmol) and o-toluidine hydrochloride (186 mg, 0.857 mmol) in dry chlorobenzene was heated between 100°-130° C. for 4.5 hrs. The chlorobenzene was evaporated in vacuo with heating and the residue (285 mg) taken up in 18 ml of water. A gummy, insoluble material was discarded. On adjusting the aqueous extract to pH 9-9.5, a precipitate formed (194 mg, 71%). Two recrystallizations from EtOH/H2O gave the analytical sample; mp 160°-161°, 1H (CD3OD)... Yields the product C12(CC3CC(CC(C1)C3)C2)NC(=N)NC2=C(C=CC=C2)C (N-(Adamantan-1-yl)-N'-(2-methylphenyl)guanidine). The reactants are COC(=O)C=1SC(=CC1C)C(CC)(CC)C1=CC(=C(C=C1)O[Si](C)(C)C(C)(C)C)C (5-{1-[4-(tert-butyl-dimethyl-silanyloxy)-3-methyl-phenyl]-1-ethyl-propyl}-3-methyl-thiophene-2-carboxylic acid methyl ester), [H-].[Al+3].[Li+].[H-].[H-].[H-] (lithium aluminum hydride). Solvent: C1CCOC1 (THF). Product: C(C)(C)(C)[Si](OC1=C(C=C(C=C1)C(CC)(CC)C1=CC(=C(S1)CO)C)C)(C)C ((5-{1-[4-(tert-Butyl-dimethyl-silanyloxy)-3-methyl-phenyl]-1-ethyl-propyl}-3-methyl-thiophen-2-yl)-methanol). Yield: 74.7%. RXN SMILES: C[O:2][C:3]([C:5]1[S:6][C:7]([C:11]([C:16]2[CH:21]=[CH:20][C:19]([O:22][Si:23]([C:26]([CH3:29])([CH3:28])[CH3:27])([CH3:25])[CH3:24])=[C:18]([CH3:30])[CH:17]=2)([CH2:14][CH3:15])[CH2:12][CH3:13])=[CH:8][C:9]=1[CH3:10])=O.[H-].[Al+3].[Li+].[H-].[H-].[H-]>C1COCC1>[C:26]([Si:23]([CH3:25])([CH3:24])[O:22][C:19]1[CH:20]=[CH:21][C:16]([C:11]([C:7]2[S:6][C:5]([CH2:3][OH:2])=[C:9]([CH3:10])[CH:8]=2)([CH2:14][CH3:15])[CH2:12][CH3:13])=[CH:17][C:18]=1[CH3:30])([CH3:28])([CH3:27])[CH3:29] |f:1.2.3.4.5.6|. Procedure details: To a 0° C. solution of 5-{1-[4-(tert-butyl-dimethyl-silanyloxy)-3-methyl-phenyl]-1-ethyl-propyl}-3-methyl-thiophene-2-carboxylic acid methyl ester (10.0 g, 22.39 mmol) in THF (200 ml) is added portionwise lithium aluminum hydride (1.70 g, 44.78 mmol) and the reaction mixture is warmed to RT for 1 h. The reaction is quenched with water (1.7 ml), 5N NaOH (1.7 ml), and water (5.1 ml). The reaction mixture is filtered, concentrated and chromatographed (120 g SiO2, 10% EtOAc/Hex) to yield the title c...